The task is: describe an organic reaction: reactants, conditions, products, and yield. This data is from the Open Reaction Database (ORD), a public repository of structured organic reaction records. The reactants are C([O-])(O)=O (bicarbonate), ClS(=O)(=O)C1=C(C(=O)OCC)C=CC=C1[N+](=O)[O-] (ethyl 2-(chlorosulfonyl)-3-nitrobenzoate), N[Si](C)(C)C(C)(C)C (amino-t-butyldimethylsilane), C([O-])(O)=O.[Na+] (sodium bicarbonate). The solvent is O (Water), ClCCl (dichloromethane). Run at time 4 day. Yields the product C[Si](C(C)(C)C)(NS(=O)(=O)C1=C(C(=O)OCC)C=CC=C1[N+](=O)[O-])C (Ethyl 2-[((dimethyl)-(1.1-dimethylethyl)silylamino)sulfonyl]-3-nitrobenzoate). Yield: 66.3%. Reaction SMILES: Cl[S:2]([C:5]1[C:15]([N+:16]([O-:18])=[O:17])=[CH:14][CH:13]=[CH:12][C:6]=1[C:7]([O:9][CH2:10][CH3:11])=[O:8])(=[O:4])=[O:3].[NH2:19][Si:20]([C:23]([CH3:26])([CH3:25])[CH3:24])([CH3:22])[CH3:21].C(=O)(O)[O-].[Na+].C(=O)(O)[O-]>ClCCl.O>[CH3:21][Si:20]([CH3:22])([NH:19][S:2]([C:5]1[C:15]([N+:16]([O-:18])=[O:17])=[CH:14][CH:13]=[CH:12][C:6]=1[C:7]([O:9][CH2:10][CH3:11])=[O:8])(=[O:4])=[O:3])[C:23]([CH3:26])([CH3:25])[CH3:24] |f:2.3|. Procedure details: A suspension of ethyl 2-(chlorosulfonyl)-3-nitrobenzoate (14.7 g), amino-t-butyldimethylsilane (15.4 g), and sodium bicarbonate (3.5 g) in dichloromethane (300 mL) was stirred at room temperature in a stoppered flask for 4 days. Water (90 mL) and saturated aqueous bicarbonate (45 mL) were added, and the mixture was stirred. The dichloromethane phase was dried over magnesium sulfate, filtered, concentrated, and chromatographed on silica gel eluted with 20% ethyl acetate in hexanes to give 12.9 g ... Procedure details: The operation is carried out as in Example 1 Stages A, B and C but using 190 mg of 3-(4-hydroxyphenyl)-propanal and 530 mg of ethyl 4-bromo-2-[[(phenylmethoxy)carbonyl]amino]butanoate (Stage A) then, during Sage B, 92 mg of 4,5-dihydro-1H-imidazol-2-yl-hydrazine hydrobromide. 20 mg of expected product is obtained in the form of an E/Z mixture 90/10. Reactants: OC1=CC=C(C=C1)CCC=O (3-(4-hydroxyphenyl)-propanal), mixture 90/10, BrCCC(C(=O)OCC)NC(=O)OCC1=CC=CC=C1 (ethyl 4-bromo-2-[[(phenylmethoxy)carbonyl]amino]butanoate), Br.N1C(=NCC1)NN (4,5-dihydro-1H-imidazol-2-yl-hydrazine hydrobromide). Yields the product N1C(=NCC1)NN=CCCC1=CC=C(C=C1)OCC[C@H](NC(=O)OCC1=CC=CC=C1)C(=O)O (O-[4-[3-[(4,5-Dihydro-1H-imidazol-2-yl)hydrazono]propyl]-phenyl]-N-[(phenylmethoxy)carbonyl]-homoserine). Reaction SMILES: [OH:1][C:2]1[CH:7]=[CH:6][C:5]([CH2:8][CH2:9][CH:10]=O)=[CH:4][CH:3]=1.Br[CH2:13][CH2:14][CH:15]([NH:21][C:22]([O:24][CH2:25][C:26]1[CH:31]=[CH:30][CH:29]=[CH:28][CH:27]=1)=[O:23])[C:16]([O:18]CC)=[O:17].Br.[NH:33]1[CH2:37][CH2:36][N:35]=[C:34]1[NH:38][NH2:39]>>[NH:35]1[CH2:36][CH2:37][N:33]=[C:34]1[NH:38][N:39]=[CH:10][CH2:9][CH2:8][C:5]1[CH:4]=[CH:3][C:2]([O:1][CH2:13][CH2:14][C@@H:15]([C:16]([OH:18])=[O:17])[NH:21][C:22]([O:24][CH2:25][C:26]2[CH:27]=[CH:28][CH:29]=[CH:30][CH:31]=2)=[O:23])=[CH:7][CH:6]=1 |f:2.3|. Yield: 8.4%.